This data is from the Open Reaction Database (ORD), a public repository of structured organic reaction records. The task is: describe an organic reaction: reactants, conditions, products, and yield Starting materials: CCOC(=O)CBr, [H-], [H][H], CCCn1c(N)cc(=O)[nH]c1=O, [Na+], O. Yields the product CCCn1c(N)cc(=O)n(CC(=O)OCC)c1=O. Reaction SMILES: [Br:17][CH2:18][C:19](=[O:20])[O:21][CH2:22][CH3:23].[H-:13].[H:15][H:16].[NH2:1][c:2]1[cH:3][c:4](=[O:12])[nH:5][c:6](=[O:11])[n:7]1[CH2:8][CH2:9][CH3:10].[Na+:14].[OH2:24]>>[NH2:1][c:2]1[cH:3][c:4](=[O:12])[n:5]([CH2:18][C:19](=[O:20])[O:21][CH2:22][CH3:23])[c:6](=[O:11])[n:7]1[CH2:8][CH2:9][CH3:10]. The reactants are ClC=1C=NC(=NC1)N1CCC(CC1)NC1CC1 ([1-(5-chloro-pyrimidin-2-yl)-piperidin-4-yl]-cyclopropyl-amine), FC=1C=C(C(=O)O)C=CC1N1N=NN=C1C (3-fluoro-4-(5-methyl-tetrazol-1-yl)-benzoic acid). Yields the product ClC=1C=NC(=NC1)N1CCC(CC1)N(C(C1=CC(=C(C=C1)N1N=NN=C1C)F)=O)C1CC1 (N-[1-(5-Chloro-pyrimidin-2-yl)-piperidin-4-yl]-N-cyclopropyl-3-fluoro-4-(5-methyl-tetrazol-1-yl)-benzamide). As a reaction SMILES: [Cl:1][C:2]1[CH:3]=[N:4][C:5]([N:8]2[CH2:13][CH2:12][CH:11]([NH:14][CH:15]3[CH2:17][CH2:16]3)[CH2:10][CH2:9]2)=[N:6][CH:7]=1.[F:18][C:19]1[CH:20]=[C:21]([CH:25]=[CH:26][C:27]=1[N:28]1[C:32]([CH3:33])=[N:31][N:30]=[N:29]1)[C:22](O)=[O:23]>>[Cl:1][C:2]1[CH:3]=[N:4][C:5]([N:8]2[CH2:13][CH2:12][CH:11]([N:14]([CH:15]3[CH2:17][CH2:16]3)[C:22](=[O:23])[C:21]3[CH:25]=[CH:26][C:27]([N:28]4[C:32]([CH3:33])=[N:31][N:30]=[N:29]4)=[C:19]([F:18])[CH:20]=3)[CH2:10][CH2:9]2)=[N:6][CH:7]=1. Procedure: The title compound is prepared from [1-(5-chloro-pyrimidin-2-yl)-piperidin-4-yl]-cyclopropyl-amine and 3-fluoro-4-(5-methyl-tetrazol-1-yl)-benzoic acid following a procedure analogous to that described in Example 107. LC (method 19): tR=4.18 min; Mass spectrum (ESI+): m/z=457 [M+H]+. The reactants are C1CCOC1, CC(C)=CCCC(C)=CCCC(C)=CCCC(C)=CCO, O=C1c2ccccc2C(=O)N1O, c1ccc(P(c2ccccc2)c2ccccc2)cc1. Product: CC(C)=CCCC(C)=CCCC(C)=CCCC(C)=CCON1C(=O)c2ccccc2C1=O. As a reaction SMILES: [CH2:53]1[O:54][CH2:55][CH2:56][CH2:57]1.[CH3:32][C:33]([CH3:34])=[CH:35][CH2:36][CH2:37][C:38]([CH3:39])=[CH:40][CH2:41][CH2:42][C:43]([CH3:44])=[CH:45][CH2:46][CH2:47][C:48]([CH3:49])=[CH:50][CH2:51][OH:52].[OH:1][N:2]1[C:3](=[O:12])[c:4]2[c:5]([cH:8][cH:9][cH:10][cH:11]2)[C:6]1=[O:7].[c:13]1([P:14]([c:15]2[cH:16][cH:17][cH:18][cH:19][cH:20]2)[c:21]2[cH:22][cH:23][cH:24][cH:25][cH:26]2)[cH:27][cH:28][cH:29][cH:30][cH:31]1>>[O:1]([N:2]1[C:3](=[O:12])[c:4]2[c:5]([cH:8][cH:9][cH:10][cH:11]2)[C:6]1=[O:7])[CH2:51][CH:50]=[C:48]([CH2:47][CH2:46][CH:45]=[C:43]([CH2:42][CH2:41][CH:40]=[C:38]([CH2:37][CH2:36][CH:35]=[C:33]([CH3:32])[CH3:34])[CH3:39])[CH3:44])[CH3:49]. Starting materials: [Cl-], Clc1ccc2ccccc2n1, NCCCN1CCOCC1, [NH4+]. Yields the product Cl, Cl, c1ccc2nc(NCCCN3CCOCC3)ccc2c1. RXN SMILES: [Cl-:22].[Cl:1][c:2]1[n:3][c:4]2[cH:5][cH:6][cH:7][cH:8][c:9]2[cH:10][cH:11]1.[NH2:12][CH2:13][CH2:14][CH2:15][N:16]1[CH2:17][CH2:18][O:19][CH2:20][CH2:21]1.[NH4+:23]>>[ClH:1].[ClH:22].[c:2]1([NH:12][CH2:13][CH2:14][CH2:15][N:16]2[CH2:17][CH2:18][O:19][CH2:20][CH2:21]2)[n:3][c:4]2[cH:5][cH:6][cH:7][cH:8][c:9]2[cH:10][cH:11]1.